From a dataset of the Open Reaction Database (ORD), a public repository of structured organic reaction records. describe an organic reaction: reactants, conditions, products, and yield The reactants are OC=1C2=C(SC1C(=O)NC=C(C1=CC=C(C=C1)OC)C1=CC=C(C=C1)OC)C=CC(=C2)C(F)(F)F (3-hydroxy-N-[2,2-di-(4-methoxyphenyl)ethenyl]-5-trifluoromethylbenzo[b]thiophe ne-2-carboxamide), B(Br)(Br)Br (boron tribromide). The solvent is ClCCl (dichloromethane), ClCCl (dichloromethane). Run at temperature -50 celsius, time 1 hour. Product: OC=1C2=C(SC1C(=O)NC=C(C1=CC=C(C=C1)O)C1=CC=C(C=C1)O)C=CC(=C2)C(F)(F)F (3-hydroxy-N-[2,2-di-(4-hydroxyphenyl)ethenyl]-5-trifluoromethylbenzo[b]thiophene-2-carboxamide). Yield: 55.1%. As a reaction SMILES: [OH:1][C:2]1[C:3]2[CH:31]=[C:30]([C:32]([F:35])([F:34])[F:33])[CH:29]=[CH:28][C:4]=2[S:5][C:6]=1[C:7]([NH:9][CH:10]=[C:11]([C:20]1[CH:25]=[CH:24][C:23]([O:26]C)=[CH:22][CH:21]=1)[C:12]1[CH:17]=[CH:16][C:15]([O:18]C)=[CH:14][CH:13]=1)=[O:8].B(Br)(Br)Br>ClCCl>[OH:1][C:2]1[C:3]2[CH:31]=[C:30]([C:32]([F:35])([F:33])[F:34])[CH:29]=[CH:28][C:4]=2[S:5][C:6]=1[C:7]([NH:9][CH:10]=[C:11]([C:20]1[CH:21]=[CH:22][C:23]([OH:26])=[CH:24][CH:25]=1)[C:12]1[CH:17]=[CH:16][C:15]([OH:18])=[CH:14][CH:13]=1)=[O:8]. Procedure: To a solution of 3-hydroxy-N-[2,2-di-(4-methoxyphenyl)ethenyl]-5-trifluoromethylbenzo[b]thiophe ne-2-carboxamide (200 mg) in dichloromethane (30 ml) cooled to -50° C. was added dropwise with stirring N boron tribromide in dichloromethane (2.9 ml). The reaction mixture was stirred at -50° C. for one hour, then the temperature allowed to rise to 0° C., and the reaction quenched by pouring into ice-saturated sodium hydrogencarbonate solution. The yellow solid that separated out was filtered, washed... The reactants are OCC1=CC=C(C(=O)C2=CC=CC=C2)C=C1 (4-Hydroxylmethyl benzophenone), O.NN (hydrazine hydrate), BrCC1=CC=C(C(=O)C2=CC=CC=C2)C=C1 (4-Bromomethyl benzophenone), OCC1=CC=C(C(=O)C2=CC=CC=C2)C=C1 (4-Hydroxylmethyl benzophenone). Solvent: C(C)O (ethanol). The product is BrCC1=CC=C(C(=O)C2=CC=CC=C2)C=C1 (4-Bromomethyl benzophenone), OCC1=CC=C(C(C2=CC=CC=C2)=NN)C=C1 (4-Hydroxymethyl benzophenone hydrazone). The yield is 98.0%. Reaction SMILES: [Br:1][CH2:2][C:3]1[CH:16]=[CH:15][C:6]([C:7]([C:9]2[CH:14]=[CH:13][CH:12]=[CH:11][CH:10]=2)=[O:8])=[CH:5][CH:4]=1.[OH:17][CH2:18][C:19]1[CH:32]=[CH:31][C:22]([C:23]([C:25]2[CH:30]=[CH:29][CH:28]=[CH:27][CH:26]=2)=O)=[CH:21][CH:20]=1.O.[NH2:34][NH2:35]>C(O)C>[Br:1][CH2:2][C:3]1[CH:16]=[CH:15][C:6]([C:7]([C:9]2[CH:14]=[CH:13][CH:12]=[CH:11][CH:10]=2)=[O:8])=[CH:5][CH:4]=1.[OH:17][CH2:18][C:19]1[CH:32]=[CH:31][C:22]([C:23](=[N:34][NH2:35])[C:25]2[CH:30]=[CH:29][CH:28]=[CH:27][CH:26]=2)=[CH:21][CH:20]=1 |f:2.3|. Reported procedure: 4-Bromomethyl benzophenone (2) was prepared as described in Reference Example 1. 4-Bromomethyl benzophenone (2) was converted into 4-Hydroxylmethyl benzophenone (3) as described in Reference Example 2. To solution of 3 (2.5 g, 12 mmol) in ethanol (20 ml) was added hydrazine hydrate (2.9 g 59 mmol). The mixture was heated to reflux for 24 h. then concentrated in vacuo. The residue was portioned between DCM and water and the organic layer collected and concentrated to yield 4 (2.6 g, 98%) a mixtur... Starting materials: [N+](=O)([O-])C=1C=C(C=CC1)O (m-nitrophenol), C([O-])([O-])=O.[K+].[K+] (potassium carbonate), ClCCOS(=O)(=O)C1=CC=C(C)C=C1 (chloroethyl-tosylate). The solvent is CC(CC)=O (2-butanone). The product is ClCCOC1=CC(=CC=C1)[N+](=O)[O-] (1-(2-Chloroethoxy)-3-nitrobenzene). Reaction SMILES: [N+:1]([C:4]1[CH:5]=[C:6]([OH:10])[CH:7]=[CH:8][CH:9]=1)([O-:3])=[O:2].C(=O)([O-])[O-].[K+].[K+].[Cl:17][CH2:18][CH2:19]OS(C1C=CC(C)=CC=1)(=O)=O>CC(=O)CC>[Cl:17][CH2:18][CH2:19][O:10][C:6]1[CH:7]=[CH:8][CH:9]=[C:4]([N+:1]([O-:3])=[O:2])[CH:5]=1 |f:1.2.3|. Reported procedure: A mixture of 6.96 g. of m-nitrophenol, 100 ml. of 2-butanone, 6.9 g. of potassium carbonate, and 11.74 g. of 2 chloroethyl-tosylate was stirred and heated under reflux for 24 hours. After cooling to room temperature, the salts were filtered off and the filtrate concentrated under vacuum. The residue crystallized on seeding and was recrystallized from carbon tetrachloride to give 8.3 g. of product, m.p. 54.5°-57° C. Starting materials: ice H2O, [NH4+].[Cl-] (NH4Cl), COB(OC)OC (trimethylborate), Cl (HCl), ( 12h ), [Li]CCCC (n-BuLi), BrC1=C(C=CC(=C1)F)OC (2-bromo-4-fluoroanisole), C(=O)=O.CC(C)O (CO2 IPA). Solvent: C1CCOC1 (THF). Reaction conditions: temperature -78 celsius, time 60 minute. Product: FC=1C=CC(=C(C1)B(O)O)OC (5-Fluoro-2-methoxyphenylboronic acid). Isolated yield 93.6%. Reaction SMILES: Br[C:2]1[CH:7]=[C:6]([F:8])[CH:5]=[CH:4][C:3]=1[O:9][CH3:10].C(=O)=O.CC(O)C.[Li]CCCC.C[O:24][B:25](OC)[O:26]C.Cl.[NH4+].[Cl-]>C1COCC1>[F:8][C:6]1[CH:5]=[CH:4][C:3]([O:9][CH3:10])=[C:2]([B:25]([OH:26])[OH:24])[CH:7]=1 |f:1.2,6.7|. Procedure details: In a 200-mL flask, a solution of 2-bromo-4-fluoroanisole (Aldrich: 4.00 mL, 30.8 mmol) in THF (50 mL) was cooled to -78° C. (CO2 /IPA). To this solution n-BuLi (Aldrich: 2.5 M in hexanes; 12.4 mL, 31 mmol, 1.0 equivuiv) was added dropwise over a 30 min period. The reaction mixture was stirred at -78° C. for 60 min and treated with trimethylborate (Aldrich: 10.5 mL, 92.4 mmol, 3.0 equivuiv). The reaction mixture was allowed to slowly warm to rt, stirred overnight (12h), and cooled to 0° C. (ice/H... Starting materials: ClC1=CC(=C(C=C1OC(C)C)N1N=C(C(=C(C1=O)C)C(F)(F)F)C(=O)OCC)F (2-(4-chloro-2-fluoro-5-isopropoxyphenyl)-6-ethoxycarbonyl-4-methyl-5-trifluoromethylpyridazin-3-one), S(O)(O)(=O)=O (sulfuric acid). Solvent: O (water). Reaction conditions: time 30 minute. Product: ClC1=CC(=C(C=C1O)N1N=C(C(=C(C1=O)C)C(F)(F)F)C(=O)OCC)F (2-(4-chloro-2-fluoro-5-hydroxyphenyl)-6-ethoxycarbonyl-4-methyl-5-trifluoromethylpyridazin-3-one). Yield: 86.3%. RXN SMILES: [Cl:1][C:2]1[C:7]([O:8]C(C)C)=[CH:6][C:5]([N:12]2[C:17](=[O:18])[C:16]([CH3:19])=[C:15]([C:20]([F:23])([F:22])[F:21])[C:14]([C:24]([O:26][CH2:27][CH3:28])=[O:25])=[N:13]2)=[C:4]([F:29])[CH:3]=1.S(=O)(=O)(O)O>O>[Cl:1][C:2]1[C:7]([OH:8])=[CH:6][C:5]([N:12]2[C:17](=[O:18])[C:16]([CH3:19])=[C:15]([C:20]([F:21])([F:23])[F:22])[C:14]([C:24]([O:26][CH2:27][CH3:28])=[O:25])=[N:13]2)=[C:4]([F:29])[CH:3]=1. Procedure details: One gram (1.0 g) of 2-(4-chloro-2-fluoro-5-isopropoxyphenyl)-6-ethoxycarbonyl-4-methyl-5-trifluoromethylpyridazin-3-one and 1.0 g of sulfuric acid are mixed at room temperature, and stirred for 30 minutes. The reaction mixture was poured into water and extracted with 100 ml of ethyl acetate. The organic layer was washed with 50 ml of water 3 times and dried over anhydrous magnesium sulfate. The solvent was removed under reduced pressure and the obtained crystals was washed with 50 ml of n-hexane...